This data is from the Open Reaction Database (ORD), a public repository of structured organic reaction records. The task is: describe an organic reaction: reactants, conditions, products, and yield Yields the product N[C@@H](C(C)C)C(=O)O (L-valine), N[C@H](C(C)C)C(=O)O (D-valine). Run at temperature 250 celsius. Reaction SMILES: C(=[O:5])C(C)C.[CH3:6][OH:7].[N:8]1[CH:13]=CC=CC=1.[CH2:14]1[CH2:18]OC[CH2:15]1>>[NH2:8][C@H:13]([C:6]([OH:5])=[O:7])[CH:14]([CH3:15])[CH3:18].[NH2:8][C@@H:13]([C:6]([OH:5])=[O:7])[CH:14]([CH3:15])[CH3:18]. Procedure: 0.10 mol of isobutyraldehyde and 0.20 mol of L-menthoxyacetamide are heated together at 100° C. with stirring, and the product solid is heated in a sublimator at 250° C. and 1 mm Hg until formation of the enamide 1-(L-menthoxyacetylamino)-2-methylpropene is complete. A 70 mL stainless steel high pressure reactor fitted with a Pyrex glass liner and magnetic stir bar is charged with THF (5 mL), methanol (0.5 mmol), Co2 (CO)8 (0.05 mmol), pyridine (0.25 mmol), and 1-(L-menthoxyacetylamino)-2-methyl... Reactants: 1-(L-menthoxyacetylamino)-2-methylpropene, C(C(C)C)=O (isobutyraldehyde), L-menthoxyacetamide, CO (methanol), N1=CC=CC=C1 (pyridine), 1-(L-menthoxyacetylamino)-2-methylpropene, C1CCOC1 (THF). Starting materials: COC(=O)c1ccccc1I, Sc1ccccc1. Product: COC(=O)c1ccccc1Sc1ccccc1. Reaction SMILES: [CH3:1][O:2][C:3]([c:4]1[c:5]([I:10])[cH:6][cH:7][cH:8][cH:9]1)=[O:11].[SH:12][c:13]1[cH:14][cH:15][cH:16][cH:17][cH:18]1>>[CH3:1][O:2][C:3]([c:4]1[c:5]([S:12][c:13]2[cH:14][cH:15][cH:16][cH:17][cH:18]2)[cH:6][cH:7][cH:8][cH:9]1)=[O:11]. Starting materials: O (water), [H-].[Na+] (NaH), [I-].C[S+](C)C (trimethylsulfonium iodide), C(=O)(OC(C)(C)C)N1C(CCCC1)=O (N-Boc-piperidone), C(C)(=O)OCC (ethyl acetate). Run in CS(=O)C (DMSO). Run at temperature 0 celsius, time 40 minute. The product is C(C)(C)(C)OC(=O)N1CCC2(CO2)CC1 (6-aza-1-oxaspiro[2.5]octane-6-carboxylic acid tert-butyl ester). As a reaction SMILES: [H-].[Na+].[I-].C[S+](C)C.[C:8]([N:15]1[CH2:20][CH2:19][CH2:18][CH2:17][C:16]1=O)([O:10][C:11]([CH3:14])([CH3:13])[CH3:12])=[O:9].O.[C:23](OCC)(=[O:25])C>CS(C)=O>[C:11]([O:10][C:8]([N:15]1[CH2:20][CH2:19][C:18]2([O:25][CH2:23]2)[CH2:17][CH2:16]1)=[O:9])([CH3:14])([CH3:13])[CH3:12] |f:0.1,2.3|. Procedure: After dissolving 60% NaH-in-oil (5.28 g, 132 mmol) in DMSO (dimethylsulfoxide) (250 mL) cooled to 0° C., trimethylsulfonium iodide (29.0 g, 132 mmol) was added. The reaction mixture was then raised to room temperature and the mixture was stirred for 40 minutes. N-Boc-piperidone (Boc=tert-butoxycarbonyl) (25.0 g, 125 mmol) was added to the reaction mixture, which was then stirred at room temperature for 1 hour and then at 55° C. for 1.5 hours. Next, the reaction mixture was poured into ice-cooled... The reactants are NC=1C=CC(=C(C1)CC(=O)O)F ((5-amino-2-fluoro-phenyl)-acetic acid). The solvent is C1CCOC1 (THF). Run at temperature 50 celsius. The product is NC=1C=CC(=C(C1)CCO)F (2-(5-Amino-2-fluoro-phenyl)-ethanol). Yield: 58.9%. As a reaction SMILES: [NH2:1][C:2]1[CH:3]=[CH:4][C:5]([F:12])=[C:6]([CH2:8][C:9](O)=[O:10])[CH:7]=1>C1COCC1>[NH2:1][C:2]1[CH:3]=[CH:4][C:5]([F:12])=[C:6]([CH2:8][CH2:9][OH:10])[CH:7]=1. Reported procedure: Borane-THF complex (1M, 11.8 mL, 11.8 mmol) was added to a solution of (5-amino-2-fluoro-phenyl)-acetic acid (1.00 g, 5.91 mmol) in dry THF (10 mL), under argon, over 20 min. Once the effervescence had ceased, the reaction mixture was heated to 50° C. for 2 h. The mixture was left to cool and then concentrated in vacuo. The residue was re-dissolved in DCM (25 mL) and treated with MeOH (2 mL). The mixture was stirred vigorously and then concentrated in vacuo. The residue was dissolved in MeOH (25... Starting materials: Cl (hydrochloric acid), ClC1=CC=C(C(=O)CCC(=O)O)C=C1 (β-(p-Chlorobenzoyl)-propionic Acid), [OH-].[K+] (potassium hydroxide), NN (hydrazine), C(CO)O (ethylene glycol). The solvent is O (water), O (water), O (water). Conditions: time 4 hour. Yields the product ClC1=CC=C(C=C1)C(C(=O)O)CC (α-(p-Chlorophenyl)-butyric acid). RXN SMILES: [Cl:1][C:2]1[CH:14]=[CH:13][C:5]([C:6]([CH2:8][CH2:9]C(O)=O)=O)=[CH:4][CH:3]=1.[OH-:15].[K+].NN.Cl.[CH2:20]([OH:23])CO>O>[Cl:1][C:2]1[CH:3]=[CH:4][C:5]([CH:6]([CH2:8][CH3:9])[C:20]([OH:23])=[O:15])=[CH:13][CH:14]=1 |f:1.2|. Procedure details: A 5-liter, 3-neck flask is charged with 400 g (1.9 moles) of (I), 350 g potassium hydroxide, 2.47 liters of ethylene glycol and 155 g of 95% hydrazine diluted to 250 ml with water. The mixture is refluxed for 1.5 hours, after which the water is drained from the condenser and the internal temperature of the reaction mixture is allowed to rise to 190°. Refluxing is then continued for another 4 hours. The cooled solution is diluted with 2.5 liters of water and poured slowly into 2.0 liters of 6N hy... Reactants: N(=C=S)CC1CC(=NO1)C1=CC=C(C=C1)Cl (5-isothiocyanatomethyl-3-(4-chlorophenyl)-2-isoxazoline), N(=C=S)CC1CC(=NO1)C1=CC=C(C=C1)C (5-isothiocyanatomethyl-3-(4-methylphenyl)-2-isoxazoline), N(=C=S)CC1CC(=NO1)C1=NC=CC=C1 (5-isothiocyanatomethyl-3-(2-pyridyl)-2-isoxazoline), N(=C=S)CC1CC(=NO1)C1=CC=C(C=C1)C(F)(F)F (5-isothiocyanatomethyl-3-(4-trifluoromethylphenyl)-2-isoxazoline), ClC1=C(C(=CC=C1)Cl)C1=NOC(C1)CN=C=S (3-(2,6-dichlorophenyl)-5-isothiocyanatomethyl-2-isoxazoline). The product is N(=C=S)CC1CC(=NO1)C1=CC(=CC(=C1[N+](=O)[O-])C1=CC=CC=C1)SC (5-isothiocyanatomethyl-3-(3-methylthio-6-nitro-5-phenylphenyl)-2-isoxazoline). Reaction SMILES: [N:1]([CH2:4][CH:5]1[O:9][N:8]=[C:7]([C:10]2[CH:15]=[CH:14][C:13](Cl)=[CH:12][CH:11]=2)[CH2:6]1)=[C:2]=[S:3].N(CC1ON=C([C:26]2[CH:31]=[CH:30][C:29](C(F)(F)F)=[CH:28][CH:27]=2)C1)=C=S.ClC1C=CC=C(Cl)C=1C1CC(CN=[C:51]=[S:52])ON=1.N(CC1[O:61][N:60]=C(C2C=CC(C)=CC=2)C1)=C=S.N(CC1[O:77]N=C(C2C=CC=CN=2)C1)=C=S>>[N:1]([CH2:4][CH:5]1[O:9][N:8]=[C:7]([C:10]2[C:15]([N+:60]([O-:61])=[O:77])=[C:14]([C:26]3[CH:27]=[CH:28][CH:29]=[CH:30][CH:31]=3)[CH:13]=[C:12]([S:52][CH3:51])[CH:11]=2)[CH2:6]1)=[C:2]=[S:3]. Reported procedure: The preferred compounds are 5-isothiocyanatomethyl-3-(4-chlorophenyl)-2-isoxazoline, 5-isothiocyanatomethyl-3-(4-trifluoromethylphenyl)-2-isoxazoline, 3-(2,6-dichlorophenyl)-5-isothiocyanatomethyl-2-isoxazoline, 5-isothiocyanatomethyl-3-(4-methylphenyl)-2-isoxazoline, and 5-isothiocyanatomethyl-3-(2-pyridyl)-2-isoxazoline.